Dataset: the Open Reaction Database (ORD), a public repository of structured organic reaction records. Task: describe an organic reaction: reactants, conditions, products, and yield Reactants: N(=NC(=O)OC(C)(C)C)C(=O)OC(C)(C)C (ditertbutyl azodicarboxylate), CC1(CC(=CC(C1)O)C1=C(C=NC=C1)[N+](=O)[O-])C (5,5-dimethyl-3-(3-nitropyridin-4-yl)cyclohex-2-enol), C1(=CC=CC=C1)P(C1=CC=CC=C1)C1=CC=CC=C1 (triphenyl phosphine), C1(C=2C(C(N1)=O)=CC=CC2)=O (phthalimide). Solvent: C1CCOC1 (THF), C1CCOC1 (THF). Conditions: temperature 0 celsius, time 2 hour. Product: CC1(CC(=CC(C1)N1C(C2=CC=CC=C2C1=O)=O)C1=C(C=NC=C1)[N+](=O)[O-])C (2-(5,5-dimethyl-3-(3-nitropyridin-4-yl)cyclohex-2-enyl)isoindoline-1,3-dione). Isolated yield 99.0%. RXN SMILES: [CH3:1][C:2]1([CH3:18])[CH2:7][CH:6](O)[CH:5]=[C:4]([C:9]2[CH:14]=[CH:13][N:12]=[CH:11][C:10]=2[N+:15]([O-:17])=[O:16])[CH2:3]1.C1(P(C2C=CC=CC=2)C2C=CC=CC=2)C=CC=CC=1.[C:38]1(=[O:48])[NH:42][C:41](=[O:43])[C:40]2=[CH:44][CH:45]=[CH:46][CH:47]=[C:39]12.N(C(OC(C)(C)C)=O)=NC(OC(C)(C)C)=O>C1COCC1>[CH3:1][C:2]1([CH3:18])[CH2:7][CH:6]([N:42]2[C:38](=[O:48])[C:39]3[C:40](=[CH:44][CH:45]=[CH:46][CH:47]=3)[C:41]2=[O:43])[CH:5]=[C:4]([C:9]2[CH:14]=[CH:13][N:12]=[CH:11][C:10]=2[N+:15]([O-:17])=[O:16])[CH2:3]1. Procedure details: To a homogeneous solution of 5,5-dimethyl-3-(3-nitropyridin-4-yl)cyclohex-2-enol (1.0 eq), triphenyl phosphine (1.5 eq), and phthalimide (1.5 eq) in THF (0.2 M) cooled to 0° C., ditertbutyl azodicarboxylate (1.5 eq) in THF was added to the solution. The mixture was stirred at 0° C. for 2 hours. The reaction was concentrated in vacuo. The residue was purified by column (5% methanol in 1:1 ethyl acetate and hexanes) to give 2-(5,5-dimethyl-3-(3-nitropyridin-4-yl)cyclohex-2-enyl)isoindoline-1,3-dio... Starting materials: CC1(OB(OC1(C)C)C=1C(=NN(C1)C(C1=CC=CC=C1)(C1=CC=CC=C1)C1=CC=CC=C1)C1=CC=C(S1)C(=O)OC)C (methyl 5-[4-(4,4,5,5-tetramethyl-1,3,2-dioxaborolan-2-yl)-1-trityl-1H-3-pyrazolyl]-2-thiophene carboxylate), BrC=1C=CC=2N(C1)C(=CN2)C=2SC=CN2 (2-(6-bromoimidazo[1,2-a]pyridin-3-yl)-1,3-thiazole), P(=O)([O-])([O-])[O-].[K+].[K+].[K+] (tripotassium phosphate), tetrakis (triphenylphosphine)palladium. Solvent: CN(C=O)C (N,N-dimethylformamide). The product is S1C(=NC=C1)C1=CN=C2N1C=C(C=C2)C=2C(=NN(C2)C(C2=CC=CC=C2)(C2=CC=CC=C2)C2=CC=CC=C2)C2=CC=C(S2)C(=O)OC (Methyl 5-{4-[3-(1,3-thiazol-2-yl)imidazo[1,2-a]pyridin-6-yl]-1-trityl-1H-3-pyrazolyl}-2-thiophene carboxylate). Yield: 86.2%. RXN SMILES: CC1(C)C(C)(C)OB([C:9]2[C:10]([C:33]3[S:37][C:36]([C:38]([O:40][CH3:41])=[O:39])=[CH:35][CH:34]=3)=[N:11][N:12]([C:14]([C:27]3[CH:32]=[CH:31][CH:30]=[CH:29][CH:28]=3)([C:21]3[CH:26]=[CH:25][CH:24]=[CH:23][CH:22]=3)[C:15]3[CH:20]=[CH:19][CH:18]=[CH:17][CH:16]=3)[CH:13]=2)O1.Br[C:44]1[CH:45]=[CH:46][C:47]2[N:48]([C:50]([C:53]3[S:54][CH:55]=[CH:56][N:57]=3)=[CH:51][N:52]=2)[CH:49]=1.P([O-])([O-])([O-])=O.[K+].[K+].[K+]>CN(C)C=O>[S:54]1[CH:55]=[CH:56][N:57]=[C:53]1[C:50]1[N:48]2[CH:49]=[C:44]([C:9]3[C:10]([C:33]4[S:37][C:36]([C:38]([O:40][CH3:41])=[O:39])=[CH:35][CH:34]=4)=[N:11][N:12]([C:14]([C:21]4[CH:26]=[CH:25][CH:24]=[CH:23][CH:22]=4)([C:27]4[CH:28]=[CH:29][CH:30]=[CH:31][CH:32]=4)[C:15]4[CH:16]=[CH:17][CH:18]=[CH:19][CH:20]=4)[CH:13]=3)[CH:45]=[CH:46][C:47]2=[N:52][CH:51]=1 |f:2.3.4.5|. Procedure details: 1.6 g methyl 5-[4-(4,4,5,5-tetramethyl-1,3,2-dioxaborolan-2-yl)-1-trityl-1H-3-pyrazolyl]-2-thiophene carboxylate (compound in Production Example 117), 0.6 g 2-(6-bromoimidazo[1,2-a]pyridin-3-yl)-1,3-thiazole (compound in Production Example 57), 0.68 g tripotassium phosphate, 0.12 g tetrakis (triphenylphosphine)palladium and 30 mL N,N-dimethylformamide were heated at 85° C. for 2.5 hours under nitrogen atmosphere. After the solvent was removed, the residue was purified by silica gel chromatograph... Reactants: CCO, Cc1ccc(S(=O)(=O)Oc2c(C)cc(N=Nc3ccccc3C(=CC(=O)N(C(C)C)C(C)C)c3ccccc3)cc2C)cc1, Cl, [K+], [OH-]. The product is Cc1cc(N=Nc2ccccc2C(=CC(=O)N(C(C)C)C(C)C)c2ccccc2)cc(C)c1O. RXN SMILES: [CH3:48][CH2:49][OH:50].[CH:3]([CH3:4])([CH3:5])[N:6]([C:7]([CH:8]=[C:9]([c:10]1[cH:11][cH:12][cH:13][cH:14][cH:15]1)[c:16]1[c:17]([N:22]=[N:23][c:24]2[cH:25][c:26]([CH3:42])[c:27]([O:31][S:32]([c:33]3[cH:34][cH:35][c:36]([CH3:37])[cH:38][cH:39]3)(=[O:40])=[O:41])[c:28]([CH3:30])[cH:29]2)[cH:18][cH:19][cH:20][cH:21]1)=[O:43])[CH:44]([CH3:45])[CH3:46].[ClH:47].[K+:2].[OH-:1]>>[CH:3]([CH3:4])([CH3:5])[N:6]([C:7]([CH:8]=[C:9]([c:10]1[cH:11][cH:12][cH:13][cH:14][cH:15]1)[c:16]1[c:17]([N:22]=[N:23][c:24]2[cH:25][c:26]([CH3:42])[c:27]([OH:31])[c:28]([CH3:30])[cH:29]2)[cH:18][cH:19][cH:20][cH:21]1)=[O:43])[CH:44]([CH3:45])[CH3:46]. Reactants: COc1cc(C(Nc2ccc(-c3noc(C)n3)cc2)C(N)=S)cc2c1OCOC2, CC#N. Product: COc1cc(C(Nc2ccc(-c3noc(C)n3)cc2)C(=N)SC)cc2c1OCOC2. As a reaction SMILES: [CH3:1][O:2][c:3]1[cH:4][c:5]([CH:13]([C:14](=[S:15])[NH2:16])[NH:17][c:18]2[cH:19][cH:20][c:21](-[c:24]3[n:25][o:26][c:27]([CH3:29])[n:28]3)[cH:22][cH:23]2)[cH:6][c:7]2[c:12]1[O:11][CH2:10][O:9][CH2:8]2.[CH3:30][C:31]#[N:32]>>[CH3:1][O:2][c:3]1[cH:4][c:5]([CH:13]([C:14]([S:15][CH3:30])=[NH:16])[NH:17][c:18]2[cH:19][cH:20][c:21](-[c:24]3[n:25][o:26][c:27]([CH3:29])[n:28]3)[cH:22][cH:23]2)[cH:6][c:7]2[c:12]1[O:11][CH2:10][O:9][CH2:8]2. The reactants are ClC1=C2C=CC=NC2=C(C=C1F)[N+](=O)[O-] (5-chloro-6-fluoro-8-nitroquinoline), ClC1=C2C=CC=NC2=C(C=C1F)[N+](=O)[O-] (5-chloro-6-fluoro-8-nitroquinoline), O.NN (hydrazine hydrate). The reagents and catalysts are [Ni] (Raney nickel). Run in CO (MeOH). Product: ClC1=C2C=CC=NC2=C(C=C1F)N (5-Chloro-6-fluoroquinolin-8-amine). Yield: 49.3%. As a reaction SMILES: [Cl:1][C:2]1[C:11]([F:12])=[CH:10][C:9]([N+:13]([O-])=O)=[C:8]2[C:3]=1[CH:4]=[CH:5][CH:6]=[N:7]2.O.NN>[Ni].CO>[Cl:1][C:2]1[C:11]([F:12])=[CH:10][C:9]([NH2:13])=[C:8]2[C:3]=1[CH:4]=[CH:5][CH:6]=[N:7]2 |f:1.2|. Procedure: In a similar fashion using route 6 general procedure 14, 5-chloro-6-fluoro-8-nitroquinoline (Intermediate 41) (300 mg, 1.34 mmol), Raney nickel (60 mg, 20% wt), hydrazine hydrate (270 mg, 5.40 mmol) and MeOH (5 ml) gave the title compound (130 mg, 49%) which was used in the next step without purification. Reactants: [BH4-].[Na+] (sodium borohydride), C(C)OC=1C=C2CCC(CC2=CC1)=O (6-ethoxy-2-tetralone). Run in C(C)O (ethanol), [OH-].[Na+] (sodium hydroxide). Conditions: temperature 0 celsius, time 1 hour. The product is C(C)OC=1C=C2CCC(CC2=CC1)O (6-ethoxytetralin-2-ol). As a reaction SMILES: [BH4-].[Na+].[CH2:3]([O:5][C:6]1[CH:7]=[C:8]2[C:13](=[CH:14][CH:15]=1)[CH2:12][C:11](=[O:16])[CH2:10][CH2:9]2)[CH3:4]>C(O)C.[OH-].[Na+]>[CH2:3]([O:5][C:6]1[CH:7]=[C:8]2[C:13](=[CH:14][CH:15]=1)[CH2:12][CH:11]([OH:16])[CH2:10][CH2:9]2)[CH3:4] |f:0.1,4.5|. Procedure: 1.97 g (52 mmol) of sodium borohydride were added in portions of 0° C. to 9.8 g (51.4 mmol) of 6-ethoxy-2-tetralone in 150 ml of ethanol. The mixture was stirred for 1 hour at 0° C. and diluted with 200 ml of 2N sodium hydroxide solution, and the solution was extracted with dichloromethane. The combined organic phases were washed with saturated sodium chloride solution, dried and concentrated. This gave 9.8 g of an oil which was further reacted without purification.